From a dataset of the Open Reaction Database (ORD), a public repository of structured organic reaction records. describe an organic reaction: reactants, conditions, products, and yield Starting materials: Cl.Cl.COC1=CC=C(C=C1)N1CCNCC1 (1-(4-methoxyphenyl)piperazine dihydrochloride), C(CC(C)C)(=O)Cl (isovaleryl chloride), FC1=C(C=C(C(=C1)OC)F)N1CCNCC1 (1-(2,5-difluoro-4-methoxyphenyl)-piperazine). Run in C(CCCCCCCCC)(=O)Cl (decanoyl chloride). Procedure: Production Example 3 was repeated except that 1-(4-methoxyphenyl)piperazine dihydrochloride and isovaleryl chloride were replaced with 1-(2,5-difluoro-4-methoxyphenyl)-piperazine (228 mg) and decanoyl chloride (205 μL), respectively, to provide crude 1-decanoyl-4-(2,5-difluoro-4-methoxyphenyl)piperazine (371 mg). Product: C(CCCCCCCCC)(=O)N1CCN(CC1)C1=C(C=C(C(=C1)F)OC)F (1-decanoyl-4-(2,5-difluoro-4-methoxyphenyl)piperazine). Reaction SMILES: Cl.Cl.C[O:4][C:5]1[CH:10]=[CH:9][C:8](N2CCNCC2)=[CH:7][CH:6]=1.[C:17](Cl)(=O)[CH2:18][CH:19](C)[CH3:20].[F:24][C:25]1[CH:30]=[C:29]([O:31][CH3:32])[C:28]([F:33])=[CH:27][C:26]=1[N:34]1[CH2:39][CH2:38][NH:37][CH2:36][CH2:35]1>C(Cl)(=O)CCCCCCCCC>[C:5]([N:37]1[CH2:38][CH2:39][N:34]([C:26]2[CH:27]=[C:28]([F:33])[C:29]([O:31][CH3:32])=[CH:30][C:25]=2[F:24])[CH2:35][CH2:36]1)(=[O:4])[CH2:10][CH2:9][CH2:8][CH2:7][CH2:6][CH2:17][CH2:18][CH2:19][CH3:20] |f:0.1.2|. The reactants are C(C1=CC=CC=C1)Br (benzylbromide), OCCC1C(O1)(C)C1C2(CO2)CCC(C1OC)OC(=O)N1CCOCC1 (4-[3-(2-hydroxyethyl)-2-methyloxiranyl]-5-methoxy-6-(morpholinocarbonyloxy)-1-oxaspiro[2,5]octane), O1CCCC1 (tetrahydrofuran), [H-].[Na+] (sodium hydride). The solvent is CN(C=O)C (N,N-dimethylformamide). Conditions: time 2 hour. Product: C(C1=CC=CC=C1)OCCC1C(O1)(C)C1C2(CO2)CCC(C1OC)OC(=O)N1CCOCC1 (4-[3-(2-benzyloxyethyl)-2-methyloxiranyl]-5-methoxy-6-(morpholinocarbonyloxy)-1-oxaspiro[2,5]octane). The yield is 26.8%. Reaction SMILES: [OH:1][CH2:2][CH2:3][CH:4]1[O:6][C:5]1([CH:8]1[CH:15]([O:16][CH3:17])[CH:14]([O:18][C:19]([N:21]2[CH2:26][CH2:25][O:24][CH2:23][CH2:22]2)=[O:20])[CH2:13][CH2:12][C:9]21[O:11][CH2:10]2)[CH3:7].O1CCCC1.[H-].[Na+].[CH2:34](Br)[C:35]1[CH:40]=[CH:39][CH:38]=[CH:37][CH:36]=1>CN(C)C=O>[CH2:34]([O:1][CH2:2][CH2:3][CH:4]1[O:6][C:5]1([CH:8]1[CH:15]([O:16][CH3:17])[CH:14]([O:18][C:19]([N:21]2[CH2:22][CH2:23][O:24][CH2:25][CH2:26]2)=[O:20])[CH2:13][CH2:12][C:9]21[O:11][CH2:10]2)[CH3:7])[C:35]1[CH:40]=[CH:39][CH:38]=[CH:37][CH:36]=1 |f:2.3|. Reported procedure: To a solution of 4-[3-(2-hydroxyethyl)-2-methyloxiranyl]-5-methoxy-6-(morpholinocarbonyloxy)-1-oxaspiro[2,5]octane (14.4 mg) in a mixture of anhydrous tetrahydrofuran (1 ml) and N,N-dimethylformamide (1 ml) was added sodium hydride (60% oil dispersion, 4.7 mg) in one portion under ice cooling. The mixture was stirred for half an hour at the same temperature and benzylbromide (13.3 mg) was added. After stirred for 2 hours at ambient temperature, the reaction was quenched with water (2 ml) and ext...